The task is: describe an organic reaction: reactants, conditions, products, and yield. This data is from the Open Reaction Database (ORD), a public repository of structured organic reaction records. Starting materials: CN1C(O)c2cccc(Br)c2S1(=O)=O, ClCCl, O=[Cr](=O)([O-])O[Cr](=O)(=O)[O-], c1cc[nH+]cc1, c1cc[nH+]cc1. Yields the product CN1C(=O)c2cccc(Br)c2S1(=O)=O. As a reaction SMILES: [Br:1][c:2]1[cH:3][cH:4][cH:5][c:6]2[c:10]1[S:9](=[O:11])(=[O:12])[N:8]([CH3:13])[CH:7]2[OH:14].[CH2:36]([Cl:37])[Cl:38].[Cr:15]([O:16][Cr:17]([O-:18])(=[O:19])=[O:20])([O-:21])(=[O:22])=[O:23].[nH+:24]1[cH:25][cH:26][cH:27][cH:28][cH:29]1.[nH+:30]1[cH:31][cH:32][cH:33][cH:34][cH:35]1>>[Br:1][c:2]1[cH:3][cH:4][cH:5][c:6]2[c:10]1[S:9](=[O:11])(=[O:12])[N:8]([CH3:13])[C:7]2=[O:14]. The reactants are NC1=NN(C=C1C#N)C1=CC=CC=C1 (3-amino-1-phenyl-1H-pyrazole-4-carbonitrile), O (water). The solvent is OS(=O)(=O)O (H2SO4). Yields the product NC1=NN(C=C1C(=O)N)C1=CC=CC=C1 (3-amino-1-phenyl-1H-pyrazole-4-carboxamide). RXN SMILES: [NH2:1][C:2]1[C:6]([C:7]#[N:8])=[CH:5][N:4]([C:9]2[CH:14]=[CH:13][CH:12]=[CH:11][CH:10]=2)[N:3]=1.[OH2:15]>OS(O)(=O)=O>[NH2:1][C:2]1[C:6]([C:7]([NH2:8])=[O:15])=[CH:5][N:4]([C:9]2[CH:10]=[CH:11][CH:12]=[CH:13][CH:14]=2)[N:3]=1. Reported procedure: 3-amino-1-phenyl-1H-pyrazole-4-carbonitrile (0.34 g, 1.846 mmol) was stirred in 95% H2SO4 (10 mL) at 50° C. for 3 hours. Room temperature was attained, water was added and the products extracted into EtOAc (×3). The aqueous phase was neutralised with 2 N NaOH and the products extracted into DCM (×2) followed by 20% MeOH-DCM (×4). The combined organic extracts were dried over MgSO4 and concentrated in vacuo. The residue was triturated in EtOAc to give 3-amino-1-phenyl-1H-pyrazole-4-carboxamide as... The reactants are ClC1=CC(=CC=C1)C(=O)OO (m-chloroperbenzoic acid), C1(=CC=CC=C1)C=CC1=C(C=CC=C1)CC(=O)OC (methyl 2-(2-phenylethenyl)phenylacetate). The solvent is C(Cl)Cl (methylene chloride). Product: C1(=CC=CC=C1)[C@H]1[C@@H](O1)C1=C(C=CC=C1)CC(=O)OC (methyl trans-2-(3-phenyl-2-oxiranyl)phenylacetate). Yield: 48.6%. Reaction SMILES: ClC1C=CC=C(C(OO)=[O:9])C=1.[C:12]1([CH:18]=[CH:19][C:20]2[CH:25]=[CH:24][CH:23]=[CH:22][C:21]=2[CH2:26][C:27]([O:29][CH3:30])=[O:28])[CH:17]=[CH:16][CH:15]=[CH:14][CH:13]=1>C(Cl)Cl>[C:12]1([C@@H:18]2[O:9][C@H:19]2[C:20]2[CH:25]=[CH:24][CH:23]=[CH:22][C:21]=2[CH2:26][C:27]([O:29][CH3:30])=[O:28])[CH:13]=[CH:14][CH:15]=[CH:16][CH:17]=1. Reported procedure: 7.8 g of m-chloroperbenzoic acid (about 50% pure) are added to a solution of 6 g of methyl 2-(2-phenylethenyl)phenylacetate (E/Z=3:1) in 50 ml of methylene chloride. The reaction mixture is refluxed for 12 hours and then the precipitate is filtered off with suction and the filtrate is washed twice with saturated sodium bicarbonate solution and water. The isolated organic phase is dried over sodium sulfate and concentrated, and the residue is recrystallized from methyl tert-butyl ether. 3.1 g (48... Reactants: NC=1C=C2C(=NC=NC2=CC1Cl)NC1=CC(=C(C=C1)Cl)Cl (6-amino-7-chloro-4-(3',4'-dichloroanilino)quinazoline), ClCC(=O)Cl (2-chloroacetyl chloride). Product: Cl.ClC1=C(C=C2C(=NC=NC2=C1)NC1=CC(=C(C=C1)Cl)Cl)NC(CCl)=O (7-chloro-6-(2-chloroacetamido)-4-(3',4'-dichloroanilino)quinazoline hydrochloride). Yield: 76.0%. RXN SMILES: [NH2:1][C:2]1[CH:3]=[C:4]2[C:9](=[CH:10][C:11]=1[Cl:12])[N:8]=[CH:7][N:6]=[C:5]2[NH:13][C:14]1[CH:19]=[CH:18][C:17]([Cl:20])=[C:16]([Cl:21])[CH:15]=1.[Cl:22][CH2:23][C:24](Cl)=[O:25]>>[ClH:12].[Cl:12][C:11]1[CH:10]=[C:9]2[C:4]([C:5]([NH:13][C:14]3[CH:19]=[CH:18][C:17]([Cl:20])=[C:16]([Cl:21])[CH:15]=3)=[N:6][CH:7]=[N:8]2)=[CH:3][C:2]=1[NH:1][C:24](=[O:25])[CH2:23][Cl:22] |f:2.3|. Procedure: Using an analogous procedure to that described in Example 4, 6-amino-7-chloro-4-(3',4'-dichloroanilino)quinazoline was reacted with 2-chloroacetyl chloride to give 7-chloro-6-(2-chloroacetamido)-4-(3',4'-dichloroanilino)quinazoline hydrochloride in 76% yield, m.p.>280° C.;